Task: describe an organic reaction: reactants, conditions, products, and yield. Dataset: the Open Reaction Database (ORD), a public repository of structured organic reaction records The reactants are C(C)(C)(C)[C@@H]1CC[C@H](CC1)OC=1C=C2C(=CC(=NC2=CC1)CN1CC(C1)C(=O)O)C1CC1 (1-[6-(trans-4-tert-Butyl-cyclohexyloxy)-4-cyclopropyl-quinolin-2-ylmethyl]-azetidine-3-carboxylic acid), C(C)(C)(C)[C@@H]1CC[C@H](CC1)OC=1C=C2C(=CC(=NC2=CC1)CN1CC(CC1)C(=O)O)C (1-[6-(trans-4-tert-Butyl-cyclohexyloxy)-4-methyl-quinolin-2-ylmethyl]-pyrrolidine-3-carboxylic acid). Yields the product C(C)(C)(C)[C@@H]1CC[C@H](CC1)OC=1C=C2C(=CC(=NC2=CC1)CN1CC(CC1)C(=O)O)C1CC1 (1-[6-(trans-4-tert-Butyl-cyclohexyloxy)-4-cyclopropyl-quinolin-2-ylmethyl]-pyrrolidine-3-carboxylic acid). RXN SMILES: [C:1]([C@H:5]1[CH2:10][CH2:9][C@H:8]([O:11][C:12]2[CH:13]=[C:14]3[C:19](=[CH:20][CH:21]=2)[N:18]=[C:17]([CH2:22][N:23]2[CH2:26][CH:25]([C:27]([OH:29])=[O:28])[CH2:24]2)[CH:16]=[C:15]3[CH:30]2[CH2:32][CH2:31]2)[CH2:7][CH2:6]1)([CH3:4])([CH3:3])[CH3:2].[C:33]([C@H]1CC[C@H](OC2C=C3C(=CC=2)N=C(CN2CCC(C(O)=O)C2)C=C3C)CC1)(C)(C)C>>[C:1]([C@H:5]1[CH2:6][CH2:7][C@H:8]([O:11][C:12]2[CH:13]=[C:14]3[C:19](=[CH:20][CH:21]=2)[N:18]=[C:17]([CH2:22][N:23]2[CH2:33][CH2:26][CH:25]([C:27]([OH:29])=[O:28])[CH2:24]2)[CH:16]=[C:15]3[CH:30]2[CH2:32][CH2:31]2)[CH2:9][CH2:10]1)([CH3:4])([CH3:3])[CH3:2]. Procedure details: Synthesized as per 1-[6-(trans-4-tert-Butyl-cyclohexyloxy)-4-cyclopropyl-quinolin-2-ylmethyl]-azetidine-3-carboxylic acid using the appropriate intermediate available from the synthesis of 1-[6-(trans-4-tert-Butyl-cyclohexyloxy)-4-methyl-quinolin-2-ylmethyl]-pyrrolidine-3-carboxylic acid). ESI-MS(M+H+): 451.3; 1H NMR (400 MHz, METHANOL-d4) Shift 7.99 (d, J=9.29 Hz, 1H), 7.70 (d, J=2.51 Hz, 1H), 7.42 (dd, J=2.64, 9.16 Hz, 1H), 7.13 (s, 1H), 4.60-4.72 (m, 2H), 4.35-4.49 (m, 1H), 3.81 (dd, J=6.53, ... Reactants: [H-].[Na+] (sodium hydride), O (water), N1C(CCC1)=O (2pyrrolidinone), ClCC(=O)NC1=C(C=CC=C1C)C (2-chloro-N(2,6-dimethylphenyl)acetamide). The solvent is C1(=CC=CC=C1)C (toluene). Reaction conditions: time 2 hour. Yields the product CC1=C(C(=CC=C1)C)NC(CN1C(CCC1)=O)=O (N-(2,6-Dimethylphenyl)-2-(2-oxo-1-pyrrolidinyl)acetamide). Yield: 90.4%. As a reaction SMILES: [H-].[Na+].[NH:3]1[CH2:7][CH2:6][CH2:5][C:4]1=[O:8].Cl[CH2:10][C:11]([NH:13][C:14]1[C:19]([CH3:20])=[CH:18][CH:17]=[CH:16][C:15]=1[CH3:21])=[O:12].O>C1(C)C=CC=CC=1>[CH3:20][C:19]1[CH:18]=[CH:17][CH:16]=[C:15]([CH3:21])[C:14]=1[NH:13][C:11](=[O:12])[CH2:10][N:3]1[CH2:7][CH2:6][CH2:5][C:4]1=[O:8] |f:0.1|. Procedure details: In 300 ml of toluene was suspended 9.2 g of 60% sodium hydride in a nitrogen stream, and 21.3 g of 2pyrrolidinone was slowly added dropwise to the suspension at an inner temperature controlled at 40° C. or lower. After stirring the mixture for 2 hours, 19.7 g of 2-chloro-N(2,6-dimethylphenyl)acetamide was added thereto, and the mixture was allowed to react at 60° to 70° C. for 2 hours. To the reaction mixture was added 50 ml of hot water of about 70° to 85° C., followed by allowing to cool with ...